This data is from the Open Reaction Database (ORD), a public repository of structured organic reaction records. The task is: describe an organic reaction: reactants, conditions, products, and yield Yields the product Cn1c(=O)cc(C(F)(F)F)c2ccccc21. The reactants are CI, CCOC(C)=O, [Cl-], O=c1cc(C(F)(F)F)c2ccccc2[nH]1, [K+], [NH4+], CN(C)C=O, [OH-]. As a reaction SMILES: [CH3:18][I:19].[CH3:27][CH2:28][O:29][C:30]([CH3:31])=[O:32].[Cl-:20].[F:3][C:4]([c:5]1[cH:6][c:7](=[O:15])[nH:8][c:9]2[cH:10][cH:11][cH:12][cH:13][c:14]12)([F:16])[F:17].[K+:2].[NH4+:21].[O:22]=[CH:23][N:24]([CH3:25])[CH3:26].[OH-:1]>>[F:3][C:4]([c:5]1[cH:6][c:7](=[O:15])[n:8]([CH3:18])[c:9]2[cH:10][cH:11][cH:12][cH:13][c:14]12)([F:16])[F:17].